From a dataset of the Open Reaction Database (ORD), a public repository of structured organic reaction records. describe an organic reaction: reactants, conditions, products, and yield The reactants are CNC(C)(C)C (N,2-dimethylpropan-2-amine), CN(C)C(=[N+](C)C)ON1C2=C(C=CC=C2)N=N1.[B-](F)(F)(F)F (TBTU), CCN(C(C)C)C(C)C (DIEA), C1(CC1)C=1C=CC(=NC1CC1=CC=C(C=C1)F)C(=O)O (5-cyclopropyl-6-(4-fluoro-benzyl)-pyridine-2-carboxylic acid). The product is C(C)(C)(C)N(C(=O)C1=NC(=C(C=C1)C1CC1)CC1=CC=C(C=C1)F)C (5-Cyclopropyl-6-(4-fluoro-benzyl)-pyridine-2-carboxylic acid tert-butyl-methyl-amide). Reaction SMILES: [CH:1]1([C:4]2[CH:5]=[CH:6][C:7]([C:18]([OH:20])=O)=[N:8][C:9]=2[CH2:10][C:11]2[CH:16]=[CH:15][C:14]([F:17])=[CH:13][CH:12]=2)[CH2:3][CH2:2]1.[CH3:21][NH:22][C:23]([CH3:26])([CH3:25])[CH3:24].CN(C(ON1N=NC2C=CC=CC1=2)=[N+](C)C)C.[B-](F)(F)(F)F.CCN(C(C)C)C(C)C>>[C:23]([N:22]([CH3:21])[C:18]([C:7]1[CH:6]=[CH:5][C:4]([CH:1]2[CH2:2][CH2:3]2)=[C:9]([CH2:10][C:11]2[CH:12]=[CH:13][C:14]([F:17])=[CH:15][CH:16]=2)[N:8]=1)=[O:20])([CH3:26])([CH3:25])[CH3:24] |f:2.3|. Procedure: In analogy to the procedure described in Example 47 b), 5-cyclopropyl-6-(4-fluoro-benzyl)-pyridine-2-carboxylic acid was reacted with N,2-dimethylpropan-2-amine (CAN 94896-77-2) in the presence of TBTU and DIEA to give the title compound as colorless oil; MS (EI): m/e=341.1 [MH+]. Product: COC(=O)c1cc(Cl)cc(N)c1Cl. Reaction SMILES: [CH3:20][OH:21].[NH2:1][c:2]1[c:3]([Cl:12])[c:4]([C:5](=[O:6])[OH:7])[cH:8][c:9]([Cl:11])[cH:10]1.[Na+:19].[OH-:18].[OH2:22].[S:13](=[O:14])(=[O:15])([OH:16])[OH:17]>>[NH2:1][c:2]1[c:3]([Cl:12])[c:4]([C:5](=[O:6])[O:7][CH3:20])[cH:8][c:9]([Cl:11])[cH:10]1. Reactants: CO, Nc1cc(Cl)cc(C(=O)O)c1Cl, [Na+], [OH-], O, O=S(=O)(O)O. Reactants: C1(=CC=CC=C1)N=C=O (Phenyl isocyanate), O1C2=C(NCC1)C=CC(=C2)C=2C=CC(=NC2)OCC(C(=O)OC)(C)C (methyl 3-(5-(3,4-dihydro-2H-benzo[b][1,4]oxazin-7-yl)pyridin-2-yloxy)-2,2-dimethylpropanoate). Run in C(Cl)Cl (methylene chloride). Reaction conditions: time 8 hour. The product is CC(C(=O)OC)(COC1=NC=C(C=C1)C=1C=CC2=C(OCCN2C(NC2=CC=CC=C2)=O)C1)C (methyl 2,2-dimethyl-3-(5-(4-(phenylcarbamoyl)-3,4-dihydro-2H-benzo[b][1,4]oxazin-7-yl)pyridin-2-yloxy)propanoate). As a reaction SMILES: [C:1]1([N:7]=[C:8]=[O:9])[CH:6]=[CH:5][CH:4]=[CH:3][CH:2]=1.[O:10]1[CH2:15][CH2:14][NH:13][C:12]2[CH:16]=[CH:17][C:18]([C:20]3[CH:21]=[CH:22][C:23]([O:26][CH2:27][C:28]([CH3:34])([CH3:33])[C:29]([O:31][CH3:32])=[O:30])=[N:24][CH:25]=3)=[CH:19][C:11]1=2>C(Cl)Cl>[CH3:33][C:28]([CH3:34])([CH2:27][O:26][C:23]1[CH:22]=[CH:21][C:20]([C:18]2[CH:17]=[CH:16][C:12]3[N:13]([C:8](=[O:9])[NH:7][C:1]4[CH:6]=[CH:5][CH:4]=[CH:3][CH:2]=4)[CH2:14][CH2:15][O:10][C:11]=3[CH:19]=2)=[CH:25][N:24]=1)[C:29]([O:31][CH3:32])=[O:30]. Reported procedure: Phenyl isocyanate (16.1 μL, 0.148 mmol) was added at room temperature to a solution of methyl 3-(5-(3,4-dihydro-2H-benzo[b][1,4]oxazin-7-yl)pyridin-2-yloxy)-2,2-dimethylpropanoate B-2 (39.2 mg, 0.114 mmol) in anhydrous methylene chloride (0.57 mL) under an atmosphere of argon. The reaction mixture was stirred overnight, then concentrated to dryness under reduced pressure to give crude methyl 2,2-dimethyl-3-(5-(4-(phenylcarbamoyl)-3,4-dihydro-2H-benzo[b][1,4]oxazin-7-yl)pyridin-2-yloxy)propanoate... Starting materials: CC12S[C@H]3N(C1(C(=O)OCC(Cl)(Cl)Cl)C2)C(C3NC(CC3=CC=CC=C3)=O)=O (2,2,2-trichloroethyl 2-methyl-2,3-methylene-6-(2-phenylacetamido)penam-3-carboxylate). Reagents/catalysts: [Ti](Cl)(Cl)(Cl)Cl (Titanium tetrachloride). Run in ClCCl (dichloromethane). Run at time 2.5 hour. Yields the product CC=1S[C@H]2N(C(C1)C(=O)OCC(Cl)(Cl)Cl)C(C2NC(CC2=CC=CC=C2)=O)=O (2,2,2-trichloroethyl 2-methyl-7-(2-phenylacetamido)-2-cephem-4-carboxylate). Isolated yield 21.7%. RXN SMILES: [CH3:1][C:2]12[CH2:15][C:6]1([C:7]([O:9][CH2:10][C:11]([Cl:14])([Cl:13])[Cl:12])=[O:8])[N:5]1[C:16](=[O:28])[CH:17]([NH:18][C:19](=[O:27])[CH2:20][C:21]3[CH:26]=[CH:25][CH:24]=[CH:23][CH:22]=3)[C@H:4]1[S:3]2>ClCCl.[Ti](Cl)(Cl)(Cl)Cl>[CH3:1][C:2]1[S:3][C@@H:4]2[CH:17]([NH:18][C:19](=[O:27])[CH2:20][C:21]3[CH:22]=[CH:23][CH:24]=[CH:25][CH:26]=3)[C:16](=[O:28])[N:5]2[CH:6]([C:7]([O:9][CH2:10][C:11]([Cl:12])([Cl:13])[Cl:14])=[O:8])[CH:15]=1. Procedure: Titanium tetrachloride (0.19 g.) was added to a solution of 2,2,2-trichloroethyl 2-methyl-2,3-methylene-6-(2-phenylacetamido)penam-3-carboxylate (0.46 g.) in dried dichloromethane (5 ml.) and the mixture was stirred for 2.5 hours. After the reaction, the reaction mixture was washed in turn with 2% hydrochloric acid three times, a saturated sodium bicarbonate aqueous solution and a saturated sodium chloride aqueous solution and then dried over magnesium sulfate. After the solvent was distilled of... The reactants are C(C)C1=C(C(=O)O)C=C(C(=N1)OC)NC(=O)N1CCN(CC1)C1=CC(=CC(=C1)OC)OC (2-ethyl-5-{[4-(3,5-dimethoxyphenyl)-piperazine-1-carbonyl]-amino}-6-methoxynicotinic acid), C1=CC=CC2=NC3=CC=CC=C3C(=C12)NC=1C=C(C=C(C1)N)CO ([3-(acridine-9-yl-amino)-5-aminophenyl]-methanol). The yield is 70.2%. Product: C1=CC=CC2=NC3=CC=CC=C3C(=C12)NC=1C=C(C=C(C1)CO)NC(=O)C=1C=C(C(=NC1CC)OC)NC(=O)N1CCN(CC1)C1=CC(=CC(=C1)OC)OC (4-(3,5-dimethoxyphenyl)-piperazine-1-carboxylic acid{5-[3-(acridine-9-yl-amino)-5-hydroxymethylphenylcarbamoyl]-6-ethyl-2-methoxy-pyridine-3-yl}amide). Procedure: The same reaction procedure to the example 18 were carried out using 2-ethyl-5-{[4-(3,5-dimethoxyphenyl)-piperazine-1-carbonyl]-amino}-6-methoxynicotinic acid and [3-(acridine-9-yl-amino)-5-aminophenyl]-methanol to give the titled compound. Reaction SMILES: [CH2:1]([C:3]1[N:11]=[C:10]([O:12][CH3:13])[C:9]([NH:14][C:15]([N:17]2[CH2:22][CH2:21][N:20]([C:23]3[CH:28]=[C:27]([O:29][CH3:30])[CH:26]=[C:25]([O:31][CH3:32])[CH:24]=3)[CH2:19][CH2:18]2)=[O:16])=[CH:8][C:4]=1[C:5](O)=[O:6])[CH3:2].[CH:33]1[C:46]2[C:37](=[N:38][C:39]3[C:44]([C:45]=2[NH:47][C:48]2[CH:49]=[C:50]([CH2:55][OH:56])[CH:51]=[C:52]([NH2:54])[CH:53]=2)=[CH:43][CH:42]=[CH:41][CH:40]=3)[CH:36]=[CH:35][CH:34]=1>>[CH:33]1[C:46]2[C:37](=[N:38][C:39]3[C:44]([C:45]=2[NH:47][C:48]2[CH:53]=[C:52]([NH:54][C:5]([C:4]4[CH:8]=[C:9]([NH:14][C:15]([N:17]5[CH2:18][CH2:19][N:20]([C:23]6[CH:28]=[C:27]([O:29][CH3:30])[CH:26]=[C:25]([O:31][CH3:32])[CH:24]=6)[CH2:21][CH2:22]5)=[O:16])[C:10]([O:12][CH3:13])=[N:11][C:3]=4[CH2:1][CH3:2])=[O:6])[CH:51]=[C:50]([CH2:55][OH:56])[CH:49]=2)=[CH:43][CH:42]=[CH:41][CH:40]=3)[CH:36]=[CH:35][CH:34]=1.